From a dataset of the Open Reaction Database (ORD), a public repository of structured organic reaction records. describe an organic reaction: reactants, conditions, products, and yield Starting materials: BrCC1OCCO1 (2-bromomethyl-1,3-dioxolane), ClC1=CC=C(NC=2SC3=C(C(N2)=O)C=CC=N3)C=C1 (2-(4-chloroanilino)-4H-pyrido[3,2-e]-1,3-thiazin-4-one), [I-].[K+] (potassium iodide), CC(C)([O-])C.[K+] (potassium t-butoxide). The solvent is CS(=O)C (DMSO). The product is ClC1=CC=C(C=C1)N=C1SC2=C(C(N1CC1OCCO1)=O)C=CC=N2 (2-[(4-chlorophenyl)imino]-3-([1,3]dioxolan-2-ylmethyl)-2,3-dihydro-4H-pyrido[3,2-e]-1,3-thiazin-4-one). The yield is 9.6%. As a reaction SMILES: [Cl:1][C:2]1[CH:19]=[CH:18][C:5]([NH:6][C:7]2[S:8][C:9]3[N:17]=[CH:16][CH:15]=[CH:14][C:10]=3[C:11](=[O:13])[N:12]=2)=[CH:4][CH:3]=1.CC(C)([O-])C.[K+].[I-].[K+].Br[CH2:29][CH:30]1[O:34][CH2:33][CH2:32][O:31]1>CS(C)=O>[Cl:1][C:2]1[CH:19]=[CH:18][C:5]([N:6]=[C:7]2[N:12]([CH2:29][CH:30]3[O:34][CH2:33][CH2:32][O:31]3)[C:11](=[O:13])[C:10]3[CH:14]=[CH:15][CH:16]=[N:17][C:9]=3[S:8]2)=[CH:4][CH:3]=1 |f:1.2,3.4|. Procedure: In an atmosphere of argon, a mixture of 290 mg (1.0 mmol) of 2-(4-chloroanilino)-4H-pyrido[3,2-e]-1,3-thiazin-4-one and 1.4 ml of DMSO was put in a 30 ml flask. To the mixture was then added 113 mg (1.0 mmol) of potassium t-butoxide with stirring. The mixture was then stirred for 1 hour. To the mixture was then added 10 mg (0.06 eq) of potassium iodide. To the mixture was then added 484 mg of 2-bromomethyl-1,3-dioxolane. The mixture was then stirred for 15 hours. After the termination of reactio... Starting materials: ClS(=O)(=O)N=C=O (chlorosulfonylisocyanate), C(C)(C)(C)O (t-butyl alcohol), ON1C(CCC1=O)=O (N-hydroxysuccinimide), N1=CC=CC=C1 (pyridine). Run in ClCCl (dichloromethane), ClCCl (dichloromethane). Reaction conditions: time 0.5 hour. Product: C(C)(C)(C)OC(=O)NS(=O)(=O)ON1C(CCC1=O)=O (N-(t-butoxycarbonylamino-sulfonyloxy)succinimide). As a reaction SMILES: Cl[S:2]([N:5]=[C:6]=[O:7])(=[O:4])=[O:3].[C:8]([OH:12])([CH3:11])([CH3:10])[CH3:9].[OH:13][N:14]1[C:18](=[O:19])[CH2:17][CH2:16][C:15]1=[O:20].N1C=CC=CC=1>ClCCl>[C:8]([O:12][C:6]([NH:5][S:2]([O:13][N:14]1[C:18](=[O:19])[CH2:17][CH2:16][C:15]1=[O:20])(=[O:4])=[O:3])=[O:7])([CH3:11])([CH3:10])[CH3:9]. Procedure: To chlorosulfonylisocyanate (10.3 g) was added t-butyl alcohol (6.96 ml) in dichloromethane (30 ml) under ice-water cooling and the mixture was stirred at ambient temperature for 0.5 hour. The solution was added into a mixture of N-hydroxysuccinimide (8.38 g) and pyridine (6.47 ml) in dichloromethane (150 ml) under ice-water cooling and the mixture was stirred at 0° C. for 1 hour. The solution was washed with 0.1N hydrochloric acid, water and brine, dried over magnesium sulfate, and evaporated i... The reactants are C1(=CC=CC=C1)C1=NC(=NC=C1)N1CC2CNCC2C1 (2-(4-Phenyl-pyrimidin-2-yl)-octahydro-pyrrolo[3,4-c]pyrrole), N=1N=C(NC1)C1=C(C(=O)O)C=CC=C1 (2-(4H-[1,2,4]triazol-3-yl)benzoic acid). Product: C1(=CC=CC=C1)C1=NC(=NC=C1)N1CC2C(C1)CN(C2)C(=O)C2=C(C=CC=C2)C2=NN=CN2 ([5-(4-Phenyl-pyrimidin-2-yl)-hexahydro-pyrrolo[3,4-c]pyrrol-2-yl]-[2-(4H-[1,2,4]triazol-3-yl)-phenyl]-methanone). RXN SMILES: [C:1]1([C:7]2[CH:12]=[CH:11][N:10]=[C:9]([N:13]3[CH2:20][CH:19]4[CH:15]([CH2:16][NH:17][CH2:18]4)[CH2:14]3)[N:8]=2)[CH:6]=[CH:5][CH:4]=[CH:3][CH:2]=1.[N:21]1[N:22]=[C:23]([C:26]2[CH:34]=[CH:33][CH:32]=[CH:31][C:27]=2[C:28](O)=[O:29])[NH:24][CH:25]=1>>[C:1]1([C:7]2[CH:12]=[CH:11][N:10]=[C:9]([N:13]3[CH2:14][CH:15]4[CH2:16][N:17]([C:28]([C:27]5[CH:31]=[CH:32][CH:33]=[CH:34][C:26]=5[C:23]5[NH:24][CH:25]=[N:21][N:22]=5)=[O:29])[CH2:18][CH:19]4[CH2:20]3)[N:8]=2)[CH:2]=[CH:3][CH:4]=[CH:5][CH:6]=1. Procedure: The title compound was prepared in a manner analogous to Example 15 utilizing Intermediate 26 and 2-(4H-[1,2,4]triazol-3-yl)benzoic acid. MS (ESI): mass calculated for C25H23N7O, 437.50; m/z found 438.2 [M+H]+. 1H NMR (400 MHz, CDCl3): 12.43 (br s, 1H), 8.36 (d, J=5.2 Hz, 1H), 8.14 (d, J=7.5 Hz, 1H), 8.08-7.91 (m, 3H), 7.60-7.42 (m, 5H), 7.39-7.31 (m, 1H), 6.98 (t, J=6.1 Hz, 1H), 4.01-3.87 (m, 2H), 3.85-3.65 (m, 3H), 3.61-3.40 (m, 2H), 3.28-2.89 (m, 3H). Reactants: O=[N+]([O-])c1ccc(F)cc1Br, CS(C)=O, C1CC2CCC1N2. Yields the product O=[N+]([O-])c1ccc(N2C3CCC2CC3)cc1Br. Reaction SMILES: [Br:1][c:2]1[c:3]([N+:9](=[O:10])[O-:11])[cH:4][cH:5][c:6]([F:8])[cH:7]1.[CH3:19][S:20]([CH3:21])=[O:22].[CH:12]12[CH2:13][CH2:14][CH:15]([CH2:16][CH2:17]1)[NH:18]2>>[Br:1][c:2]1[c:3]([N+:9](=[O:10])[O-:11])[cH:4][cH:5][c:6]([N:18]2[CH:12]3[CH2:13][CH2:14][CH:15]2[CH2:16][CH2:17]3)[cH:7]1.